This data is from the Open Reaction Database (ORD), a public repository of structured organic reaction records. The task is: describe an organic reaction: reactants, conditions, products, and yield The reactants are COCCOc1cccc2ccc(CBr)cc12, CC(C)CC(=O)N1C(=O)OCC1Cc1ccccc1, C[Si](C)(C)[N-][Si](C)(C)C, [Li+], C1CCOC1. Yields the product COCCOc1cccc2ccc(CC(C(=O)N3C(=O)OCC3Cc3ccccc3)C(C)C)cc12. RXN SMILES: [Br:30][CH2:31][c:32]1[cH:33][cH:34][c:35]2[cH:36][cH:37][cH:38][c:39]([O:42][CH2:43][CH2:44][O:45][CH3:46])[c:40]2[cH:41]1.[CH2:1]([c:2]1[cH:3][cH:4][cH:5][cH:6][cH:7]1)[CH:8]1[N:9]([C:14]([CH2:15][CH:16]([CH3:17])[CH3:18])=[O:19])[C:10](=[O:13])[O:11][CH2:12]1.[CH3:20][Si:21]([N-:22][Si:23]([CH3:24])([CH3:25])[CH3:26])([CH3:27])[CH3:28].[Li+:29].[O:47]1[CH2:48][CH2:49][CH2:50][CH2:51]1>>[CH2:1]([c:2]1[cH:3][cH:4][cH:5][cH:6][cH:7]1)[CH:8]1[N:9]([C:14]([CH:15]([CH:16]([CH3:17])[CH3:18])[CH2:31][c:32]2[cH:33][cH:34][c:35]3[cH:36][cH:37][cH:38][c:39]([O:42][CH2:43][CH2:44][O:45][CH3:46])[c:40]3[cH:41]2)=[O:19])[C:10](=[O:13])[O:11][CH2:12]1. The reactants are CC(C)(C)OC(=O)NCCBr, c1ccc(CC2CCNCC2)cc1, C1CCOC1, CCOC(C)=O, CCCCCCC, CCN(C(C)C)C(C)C. The product is CC(C)(C)OC(=O)NCCN1CCC(Cc2ccccc2)CC1. Reaction SMILES: [C:14]([CH3:15])([CH3:16])([CH3:17])[O:18][C:19]([NH:20][CH2:21][CH2:22][Br:23])=[O:24].[CH2:1]([c:2]1[cH:3][cH:4][cH:5][cH:6][cH:7]1)[CH:8]1[CH2:9][CH2:10][NH:11][CH2:12][CH2:13]1.[CH2:47]1[O:48][CH2:49][CH2:50][CH2:51]1.[CH3:34][CH2:35][O:36][C:37]([CH3:38])=[O:39].[CH3:40][CH2:41][CH2:42][CH2:43][CH2:44][CH2:45][CH3:46].[CH:25]([N:26]([CH2:27][CH3:28])[CH:29]([CH3:30])[CH3:31])([CH3:32])[CH3:33]>>[CH2:1]([c:2]1[cH:3][cH:4][cH:5][cH:6][cH:7]1)[CH:8]1[CH2:9][CH2:10][N:11]([CH2:22][CH2:21][NH:20][C:19]([O:18][C:14]([CH3:15])([CH3:16])[CH3:17])=[O:24])[CH2:12][CH2:13]1.